The task is: describe an organic reaction: reactants, conditions, products, and yield. This data is from the Open Reaction Database (ORD), a public repository of structured organic reaction records. Starting materials: O=C([O-])[O-], [Cs+], [Cs+], O=[N+]([O-])c1cccc(S(=O)(=O)OCC2CO2)c1, CN(C)C=O, O=C(Cc1ccccc1O)N1CCC(O)C1. Yields the product O=C(Cc1ccccc1OCC1CO1)N1CCC(O)C1. Reaction SMILES: [C:34](=[O:35])([O-:36])[O-:37].[Cs+:38].[Cs+:39].[O:1]1[CH:2]([CH2:4][O:5][S:6]([c:7]2[cH:8][cH:9][cH:10][c:11]([N+:12]([O-:13])=[O:14])[cH:15]2)(=[O:16])=[O:17])[CH2:3]1.[O:40]=[CH:41][N:42]([CH3:43])[CH3:44].[OH:18][c:19]1[c:20]([CH2:25][C:26](=[O:27])[N:28]2[CH2:29][CH:30]([OH:33])[CH2:31][CH2:32]2)[cH:21][cH:22][cH:23][cH:24]1>>[O:1]1[CH:2]([CH2:4][O:18][c:19]2[c:20]([CH2:25][C:26](=[O:27])[N:28]3[CH2:29][CH:30]([OH:33])[CH2:31][CH2:32]3)[cH:21][cH:22][cH:23][cH:24]2)[CH2:3]1. Starting materials: BrCCOC1=C(C=C(C=C1)C1=CC=C(C=C1)C(=O)OCC)C1=CC=2C(CCC(C2C=C1)(C)C)(C)C (ethyl 4′-(2-bromoethoxy)-3′-(5,5,8,8-tetramethyl-5,6,7,8-tetrahydronaphth-2-yl)biphenyl-4-carboxylate), C1(CC1)N (cyclopropylamine). The solvent is C(C)O (ethanol). Yields the product C1(CC1)NCCOC1=C(C=C(C=C1)C1=CC=C(C=C1)C(=O)OCC)C1=CC=2C(CCC(C2C=C1)(C)C)(C)C (ethyl 4′-(2-cyclopropylaminoethoxy)-3′-(5,5,8,8-tetramethyl-5,6,7,8-tetrahydronaphth-2-yl)biphenyl-4-carboxylate), solid. The yield is 63.0%. RXN SMILES: Br[CH2:2][CH2:3][O:4][C:5]1[CH:10]=[CH:9][C:8]([C:11]2[CH:16]=[CH:15][C:14]([C:17]([O:19][CH2:20][CH3:21])=[O:18])=[CH:13][CH:12]=2)=[CH:7][C:6]=1[C:22]1[CH:31]=[CH:30][C:29]2[C:28]([CH3:33])([CH3:32])[CH2:27][CH2:26][C:25]([CH3:35])([CH3:34])[C:24]=2[CH:23]=1.[CH:36]1([NH2:39])[CH2:38][CH2:37]1>C(O)C>[CH:36]1([NH:39][CH2:2][CH2:3][O:4][C:5]2[CH:10]=[CH:9][C:8]([C:11]3[CH:16]=[CH:15][C:14]([C:17]([O:19][CH2:20][CH3:21])=[O:18])=[CH:13][CH:12]=3)=[CH:7][C:6]=2[C:22]2[CH:31]=[CH:30][C:29]3[C:28]([CH3:33])([CH3:32])[CH2:27][CH2:26][C:25]([CH3:35])([CH3:34])[C:24]=3[CH:23]=2)[CH2:38][CH2:37]1. Procedure: In a manner similar to that of Example 1c, by reaction of 600 mg (1.15 mmol) of ethyl 4′-(2-bromoethoxy)-3′-(5,5,8,8-tetramethyl-5,6,7,8-tetrahydronaphth-2-yl)biphenyl-4-carboxylate with 800 μl (11.5 mmol) of cyclopropylamine in 100 ml of ethanol. 360 mg of ethyl 4′-(2-cyclopropylaminoethoxy)-3′-(5,5,8,8-tetramethyl-5,6,7,8-tetrahydronaphth-2-yl)biphenyl-4-carboxylate are obtained in the form of a white solid (m.p.=141° C., yield=63%). Starting materials: C(C1=CC=CC=C1)OC1=CC=C(OCC(O)[C@H]2N(CCC2)C(=O)OC(C)(C)C)C=C1 ((2S)-2-{2-[4-(benzyloxy)phenoxy]-1-hydroxyethyl}-1-(tert-butoxycarbonyl)pyrrolidine), C1(=CC=CC=C1)CCC(=O)N1[C@H](C(=O)O)CCC1 (N-(3-phenylpropionyl)- L-proline). The product is C(C1=CC=CC=C1)OC1=CC=C(OCC(O)[C@H]2N(CCC2)C([C@H]2N(CCC2)C(CCC2=CC=CC=C2)=O)=O)C=C1 ((2S)-2-{2-[4-(Benzyloxy)phenoxy]-1-hydroxyethyl}-1-[N-(3-phenylpropionyl)-L-prolyl]pyrrolidine). Isolated yield 81.1%. As a reaction SMILES: [CH2:1]([O:8][C:9]1[CH:30]=[CH:29][C:12]([O:13][CH2:14][CH:15]([C@@H:17]2[CH2:21][CH2:20][CH2:19][N:18]2[C:22](OC(C)(C)C)=[O:23])[OH:16])=[CH:11][CH:10]=1)[C:2]1[CH:7]=[CH:6][CH:5]=[CH:4][CH:3]=1.[C:31]1([CH2:37][CH2:38][C:39]([N:41]2[CH2:48][CH2:47][CH2:46][C@H:42]2C(O)=O)=[O:40])[CH:36]=[CH:35][CH:34]=[CH:33][CH:32]=1>>[CH2:1]([O:8][C:9]1[CH:30]=[CH:29][C:12]([O:13][CH2:14][CH:15]([C@@H:17]2[CH2:21][CH2:20][CH2:19][N:18]2[C:22](=[O:23])[C@@H:48]2[CH2:47][CH2:46][CH2:42][N:41]2[C:39](=[O:40])[CH2:38][CH2:37][C:31]2[CH:36]=[CH:35][CH:34]=[CH:33][CH:32]=2)[OH:16])=[CH:11][CH:10]=1)[C:2]1[CH:3]=[CH:4][CH:5]=[CH:6][CH:7]=1. Procedure: By the same procedure as in Example 26-D), while using (2S)-2-{2-[4-(benzyloxy)phenoxy]-1-hydroxyethyl}-1-(tert-butoxycarbonyl)pyrrolidine (1.71 g) and N-(3-phenylpropionyl)- L-proline (1.10 g), there was obtained 1.82 g of the title compound. Reactants: OS(=O)(=O)O (H2SO4), BrC1=C(C(=O)O)C=C(C=C1)C (2-bromo-5-methyl-benzoic acid), C(=O)(O)[O-].[Na+] (NaHCO3). Run in CO (methanol). The product is COC(C1=C(C=CC(=C1)C)Br)=O (2-bromo-5-methyl-benzoic acid methyl ester). As a reaction SMILES: OS(O)(=O)=O.[Br:6][C:7]1[CH:15]=[CH:14][C:13]([CH3:16])=[CH:12][C:8]=1[C:9]([OH:11])=[O:10].[C:17]([O-])(O)=O.[Na+]>CO>[CH3:17][O:10][C:9](=[O:11])[C:8]1[CH:12]=[C:13]([CH3:16])[CH:14]=[CH:15][C:7]=1[Br:6] |f:2.3|. Procedure: 1 mL H2SO4 is added to 2-bromo-5-methyl-benzoic acid (7.5 g, 70 mmol) in 75 mL methanol. The reaction mixture is refluxed 16 hours and cooled to room temperature. 100 mL saturated NaHCO3 (aq) is added. Methanol is removed in vacuo. The resulting mixture is extracted with ethyl acetate. The organic phase is washed with brine, dried with MgSO4 and concentrated in vacuo to give the title compound. The reactants are O=C(Cl)CCCBr, ClCCl, Cl, Nc1ccc2c(c1)CN(C(=O)c1ccc(OCCCN3CCCCC3)cc1)C2. The product is Cl, O=C(c1ccc(OCCCN2CCCCC2)cc1)N1Cc2ccc(N3CCCC3=O)cc2C1. As a reaction SMILES: [Br:30][CH2:31][CH2:32][CH2:33][C:34](=[O:35])[Cl:36].[Cl:37][CH2:38][Cl:39].[ClH:1].[N:2]1([CH2:8][CH2:9][CH2:10][O:11][c:12]2[cH:13][cH:14][c:15]([C:16](=[O:17])[N:18]3[CH2:19][c:20]4[cH:21][cH:22][c:23]([NH2:27])[cH:24][c:25]4[CH2:26]3)[cH:28][cH:29]2)[CH2:3][CH2:4][CH2:5][CH2:6][CH2:7]1>>[ClH:36].[N:2]1([CH2:8][CH2:9][CH2:10][O:11][c:12]2[cH:13][cH:14][c:15]([C:16](=[O:17])[N:18]3[CH2:19][c:20]4[cH:21][cH:22][c:23]([N:27]5[CH2:31][CH2:32][CH2:33][C:34]5=[O:35])[cH:24][c:25]4[CH2:26]3)[cH:28][cH:29]2)[CH2:3][CH2:4][CH2:5][CH2:6][CH2:7]1. Starting materials: ClC1=C(C=CC2=C1C(N(CC=1N2C=NC1)C)=O)F (7-chloro-8-fluoro-4,5-dihydro-5-methyl-6H-imidazo[1,5-a][1,4]benzodiazepin-6-one), II (iodine). The solvent is CN(C=O)C (N,N-dimethylformamide). Product: ClC1=C(C=CC2=C1C(N(CC=1N2C=NC1I)C)=O)F (7-chloro-8-fluoro-4,5-dihydro-3-iodo-5-methyl-6H-imidazo[1,5-a][1,4]benzodiazepin-6-one). Reaction SMILES: [Cl:1][C:2]1[C:7]2[C:8](=[O:17])[N:9]([CH3:16])[CH2:10][C:11]3[N:12]([CH:13]=[N:14][CH:15]=3)[C:6]=2[CH:5]=[CH:4][C:3]=1[F:18].[I:19]I>CN(C)C=O>[Cl:1][C:2]1[C:7]2[C:8](=[O:17])[N:9]([CH3:16])[CH2:10][C:11]3[N:12]([CH:13]=[N:14][C:15]=3[I:19])[C:6]=2[CH:5]=[CH:4][C:3]=1[F:18]. Procedure: 6.08 g (22.8 mmol) of 7-chloro-8-fluoro-4,5-dihydro-5-methyl-6H-imidazo[1,5-a][1,4]benzodiazepin-6-one was stirred at 100° for 4 hours with 20 g (79.5 mmol) of iodine in 50 ml of N,N-dimethylformamide. The reaction mixture was evaporated, the residue was taken up in methylene chloride and water, decolorized with sodium thiosulphate and neutralized with sodium bicarbonate. The aqueous phase was separated and extracted four times with methylene chloride. The combined organic phases were dried over... The reactants are NCCC(=O)O (β-alanine), OCl (hydroxychloride), C([O-])([O-])=O.[Mg+2] (magnesium carbonate), C(=O)([O-])C(O)C(O)C(=O)[O-].[Na+].[Na+] (sodium tartrate). Run in O (water). Conditions: time 5 minute. Product: NCCC(=O)[O-].[Mg+2].NCCC(=O)[O-] (Magnesium β-alaninate). Reaction SMILES: [NH2:1][CH2:2][CH2:3][C:4]([OH:6])=[O:5].C(=O)([O-])[O-].[Mg+2:11].C(C(C(C([O-])=O)O)O)([O-])=O.[Na+].[Na+].OCl>O>[NH2:1][CH2:2][CH2:3][C:4]([O-:6])=[O:5].[Mg+2:11].[NH2:1][CH2:2][CH2:3][C:4]([O-:6])=[O:5] |f:1.2,3.4.5,8.9.10|. Procedure: Magnesium β-alaninate was prepared by reacting 3.6 g. of β-alanine with 1.8 g. of basic magnesium carbonate in 40 g. of water, while agitating at 75° C. for one half hour. To the cooled slurry was added 2.5 g. of sodium tartrate. After five minutes of stirring, 80 g. of zirconyl hydroxychloride solution (14.4% Zr) was added to the above slurry with agitation. The solution cleared on stirring and had a final pH of 3.3. The product was oven-dried at 55° C. under a vacuum of 40 cm. of Hg and found ... The reactants are CC(Cl)c1cccnc1, N#CC1(c2ccccc2C(=O)O)CC1. The reagents and catalysts are O=C([O-])[O-].[Cs+].[Cs+] (cesium carbonate), [I-].[K+] (potassium iodide). The solvent is CN(C)C=O (DMF), CN(C)C=O (dmf), CN(C)C=O (DMF). Run at temperature 70 celsius, time 16 hour. Product: CC(OC(=O)c1ccccc1C1(C#N)CC1)c1cccnc1.